Dataset: the Open Reaction Database (ORD), a public repository of structured organic reaction records. Task: describe an organic reaction: reactants, conditions, products, and yield Starting materials: FC1=CC=C(C=C1)N1N=NC(=C1COC=1N=CC(=NC1)C(=O)O)C (5-[3-(4-fluoro-phenyl)-5-methyl-3H-[1,2,3]triazol-4-ylmethoxy]-pyrazine-2-carboxylic acid), NN1CCOCC1 (4-aminomorpholine). Yields the product N1(CCOCC1)NC(=O)C1=NC=C(N=C1)OCC=1N(N=NC1C)C1=CC=C(C=C1)F (5-[3-(4-Fluoro-phenyl)-5-methyl-3H-[1,2,3]triazol-4-ylmethoxy]-pyrazine-2-carboxylic acid morpholin-4-ylamide). Isolated yield 60.0%. RXN SMILES: [F:1][C:2]1[CH:7]=[CH:6][C:5]([N:8]2[C:12]([CH2:13][O:14][C:15]3[N:16]=[CH:17][C:18]([C:21]([OH:23])=O)=[N:19][CH:20]=3)=[C:11]([CH3:24])[N:10]=[N:9]2)=[CH:4][CH:3]=1.[NH2:25][N:26]1[CH2:31][CH2:30][O:29][CH2:28][CH2:27]1>>[N:26]1([NH:25][C:21]([C:18]2[CH:17]=[N:16][C:15]([O:14][CH2:13][C:12]3[N:8]([C:5]4[CH:4]=[CH:3][C:2]([F:1])=[CH:7][CH:6]=4)[N:9]=[N:10][C:11]=3[CH3:24])=[CH:20][N:19]=2)=[O:23])[CH2:31][CH2:30][O:29][CH2:28][CH2:27]1. Procedure: As described for example 80c, 5-[3-(4-fluoro-phenyl)-5-methyl-3H-[1,2,3]triazol-4-ylmethoxy]-pyrazine-2-carboxylic acid (83 mg, 0.25 mmol), was converted, using 4-aminomorpholine instead of 4-aminotetrahydropyran, to the title compound (62 mg, 60%) which was obtained as a white solid. MS: m/e=414.4 [M+H]+.